This data is from the Open Reaction Database (ORD), a public repository of structured organic reaction records. The task is: describe an organic reaction: reactants, conditions, products, and yield Starting materials: CS(=O)(=O)O (methanesulfonic acid), C(C)[SiH](CC)CC (triethylsilane), CC1(C(C2=C(C=CC(=C2C1)OC)O)=O)C (2,2-dimethyl-7-hydroxy-4-methoxyindan-1-one), CS(=O)(=O)O (methanesulfonic acid), C(C)[SiH](CC)CC (triethylsilane). Run in ClCCl (dichloromethane). The product is CC1(CC2=C(C=CC(=C2C1)OC)O)C (2,2-dimethyl-7-hydroxy-4-methoxyindane). Isolated yield 49.3%. Reaction SMILES: [CH3:1][C:2]1([CH3:15])[CH2:10][C:9]2[C:4](=[C:5]([OH:13])[CH:6]=[CH:7][C:8]=2[O:11][CH3:12])[C:3]1=O.CS(O)(=O)=O.C([SiH](CC)CC)C>ClCCl>[CH3:1][C:2]1([CH3:15])[CH2:10][C:9]2[C:4](=[C:5]([OH:13])[CH:6]=[CH:7][C:8]=2[O:11][CH3:12])[CH2:3]1. Procedure: To a stirred solution of 2,2-dimethyl-7-hydroxy-4-methoxyindan-1-one (500 mg) and methanesulfonic acid (466 mg) in dichloromethane (12 mL) was added triethylsilane (564 mg). Every 0.5 h, over a 3 h period, additional portions of methanesulfonic acid and triethylsilane were added. The reaction was partitioned between water and dichloromethane, the organic layer dried over sodium sulfate, concentrated in vacuo and the resulting oil flash chromatographed (1:1, chloroform:hexanes) to afford 2,2-dime... Starting materials: Cl.N[C@H](C)C(=O)N (D-alaninamide hydrochloride), CO (methanol), FC=1C=C(COC2=CC=C(C=O)C=C2)C=CC1 (4-(3-fluorobenzyloxy)benzaldehyde). Run in C(C)N(CC)CC (Triethylamine). Run at temperature 20 celsius, time 15 minute. Product: FC=1C=C(COC2=CC=C(C=N[C@@H](C(=O)N)C)C=C2)C=CC1 ((R)-2-[4-(3-Fluorobenzyloxy)benzylideneamino]propanamide). The yield is 49.1%. RXN SMILES: Cl.[NH2:2][C@@H:3]([C:5]([NH2:7])=[O:6])[CH3:4].CO.[F:10][C:11]1[CH:12]=[C:13]([CH:24]=[CH:25][CH:26]=1)[CH2:14][O:15][C:16]1[CH:23]=[CH:22][C:19]([CH:20]=O)=[CH:18][CH:17]=1>C(N(CC)CC)C>[F:10][C:11]1[CH:12]=[C:13]([CH:24]=[CH:25][CH:26]=1)[CH2:14][O:15][C:16]1[CH:23]=[CH:22][C:19]([CH:20]=[N:2][C@H:3]([CH3:4])[C:5]([NH2:7])=[O:6])=[CH:18][CH:17]=1 |f:0.1|. Reported procedure: In a 250 mL, 4 necked round bottom flask, equipped with mechanical stirrer, thermometer, reflux condenser and under a flow of nitrogen, D-alaninamide hydrochloride (6.1 g) and methanol (80 mL) are charged and stirred for 15 min at 20° C. Triethylamine (5 g) is added at such a rate that the temperature remains below 30° C. The mixture is stirred for 10 min, whereupon solid 4-(3-fluorobenzyloxy)benzaldehyde (10 g, Example 10 b) is added portion wise in about 30 min. After stirring for 3 hours at 2... Reactants: BrC1=C(C=CC=C1)CC(=O)O (2-bromophenylacetic acid), COC=1C=C(N)C(=CC1)Cl (3-methoxy-6-chloroaniline). The product is COC=1C=C(C(=CC1)Cl)NC1=C(C=CC=C1)CC(=O)O (2-[(3-methoxy-6-chlorophenyl)amino]phenylacetic acid). Reaction SMILES: Br[C:2]1[CH:7]=[CH:6][CH:5]=[CH:4][C:3]=1[CH2:8][C:9]([OH:11])=[O:10].[CH3:12][O:13][C:14]1[CH:15]=[C:16]([C:18]([Cl:21])=[CH:19][CH:20]=1)[NH2:17]>>[CH3:12][O:13][C:14]1[CH:15]=[C:16]([NH:17][C:2]2[CH:7]=[CH:6][CH:5]=[CH:4][C:3]=2[CH2:8][C:9]([OH:11])=[O:10])[C:18]([Cl:21])=[CH:19][CH:20]=1. Procedure details: In the manner described in example 3, 2-bromophenylacetic acid is condensed with 3-methoxy-6-chloroaniline to yield 2-[(3-methoxy-6-chlorophenyl)amino]phenylacetic acid. Reaction SMILES: [F:38][C:39]([F:40])([F:41])[C:42]([OH:43])=[O:44].[NH2:1][CH:2]([CH2:3][N:4]([C:5](=[O:6])[O:7][C:8]([CH3:9])([CH3:10])[CH3:11])[c:12]1[s:13][c:14](-[c:17]2[c:18]3[cH:19][n:20][n:21][cH:22][c:23]3[cH:24][cH:25][cH:26]2)[n:15][n:16]1)[CH2:27][c:28]1[cH:29][cH:30][c:31]([C:34]([F:35])([F:36])[F:37])[cH:32][cH:33]1>>[NH2:1][CH:2]([CH2:3][NH:4][c:12]1[s:13][c:14](-[c:17]2[c:18]3[cH:19][n:20][n:21][cH:22][c:23]3[cH:24][cH:25][cH:26]2)[n:15][n:16]1)[CH2:27][c:28]1[cH:29][cH:30][c:31]([C:34]([F:35])([F:36])[F:37])[cH:32][cH:33]1. Starting materials: O=C(O)C(F)(F)F, CC(C)(C)OC(=O)N(CC(N)Cc1ccc(C(F)(F)F)cc1)c1nnc(-c2cccc3cnncc23)s1. Product: NC(CNc1nnc(-c2cccc3cnncc23)s1)Cc1ccc(C(F)(F)F)cc1. Starting materials: O=c1ccccn1C(=S)n1ccccc1=O, CCOC(C)=O, COc1cc2cnc(N)cc2cc1OC, CCOC(C)=O, CCCCCC, ClCCl. Yields the product COc1cc2cnc(N=C=S)cc2cc1OC. Reaction SMILES: [C:1](=[S:2])([n:3]1[cH:4][cH:5][cH:6][cH:7][c:8]1=[O:9])[n:10]1[cH:11][cH:12][cH:13][cH:14][c:15]1=[O:16].[C:47]([O:48][CH2:49][CH3:50])(=[O:51])[CH3:52].[CH3:17][O:18][c:19]1[cH:20][c:21]2[cH:22][c:23]([NH2:31])[n:24][cH:25][c:26]2[cH:27][c:28]1[O:29][CH3:30].[CH3:32][CH2:33][O:34][C:35](=[O:36])[CH3:37].[CH3:41][CH2:42][CH2:43][CH2:44][CH2:45][CH3:46].[Cl:38][CH2:39][Cl:40]>>[C:1](=[S:2])=[N:31][c:23]1[cH:22][c:21]2[cH:20][c:19]([O:18][CH3:17])[c:28]([O:29][CH3:30])[cH:27][c:26]2[cH:25][n:24]1. Reaction SMILES: [C:1]([CH2:2][C:3](=[O:4])[CH3:5])(=[O:6])[O:7][CH2:8][CH2:9][C:10]#[N:11].[CH2:25]1[CH2:26][CH2:27][NH:28][CH2:29][CH2:30]1.[CH3:21][C:22](=[O:23])[OH:24].[CH3:31][CH:32]([OH:33])[CH3:34].[Cl:12][c:13]1[cH:14][c:15]([CH:16]=[O:17])[cH:18][cH:19][cH:20]1>>[C:1]([C:2]([C:3](=[O:4])[CH3:5])=[CH:16][c:15]1[cH:14][c:13]([Cl:12])[cH:20][cH:19][cH:18]1)(=[O:6])[O:7][CH2:8][CH2:9][C:10]#[N:11]. The reactants are CC(=O)CC(=O)OCCC#N, C1CCNCC1, CC(=O)O, CC(C)O, O=Cc1cccc(Cl)c1. Yields the product CC(=O)C(=Cc1cccc(Cl)c1)C(=O)OCCC#N. Reactants: C(C)OCC (diethyl ether), solution, C(C)(C)[N-]C(C)C.[Li+] (lithium diisopropylamide), C(C)(C)NC(C)C (diisopropylamine), C(CCC)[Li] (n-butyllithium), C(C)OCC (diethyl ether), FC(C(=O)OCC)C (ethyl 2-fluoropropionate), C(C)OCC (diethyl ether), Cl (hydrochloric acid), ClCC(=O)C1=C(C=C(C=C1)F)F (2-chloro-2',4'-difluoroacetophenone). The solvent is CCCCCC (n-hexane), C(C)(=O)OCC (ethyl acetate), O (water). Run at time 15 minute. The product is FC1=C(C=CC(=C1)F)C1(C(C(=O)OCC)(C)F)CO1 (ethyl 3-(2,4-difluorophenyl)-3,4-epoxy-2-fluoro-2methylbutyrate). As a reaction SMILES: C([N-]C(C)C)(C)C.[Li+].C(NC(C)C)(C)C.[CH2:16]([Li])CCC.[F:21][CH:22]([CH3:28])[C:23]([O:25][CH2:26][CH3:27])=[O:24].ClCC([C:33]1[CH:38]=[CH:37][C:36]([F:39])=[CH:35][C:34]=1[F:40])=O.Cl.[CH2:42]([O:44]CC)C>O.C(OCC)(=O)C.CCCCCC>[F:39][C:36]1[CH:35]=[C:34]([F:40])[CH:33]=[CH:38][C:37]=1[C:28]1([O:44][CH2:42]1)[C:22]([F:21])([CH3:16])[C:23]([O:25][CH2:26][CH3:27])=[O:24] |f:0.1|. Procedure details: To 40 ml of a solution of lithium diisopropylamide in dried diethyl ether prepared from 4.3 g of diisopropylamine and 26.0 ml of a 1.64N n-hexane solution of n-butyllithium was dropwise added 10 ml of a dried diethyl ether solution containing 5.1 g of ethyl 2-fluoropropionate at -70° to -60° C. The mixture was stirred at the same temperature for 15 minutes. Thereto was dropwise added 60 ml of a dried diethyl ether solution containing 6.2 g of 2-chloro-2',4'-difluoroacetophenone at -70° to -60° C...